This data is from the Open Reaction Database (ORD), a public repository of structured organic reaction records. The task is: describe an organic reaction: reactants, conditions, products, and yield Reactants: ClCCl, Cc1cccc(C)c1CNc1cccn2c(C)c(CO)nc12, O=S(Cl)Cl. Product: Cc1cccc(C)c1CNc1cccn2c(C)c(CCl)nc12. Reaction SMILES: [CH2:27]([Cl:28])[Cl:29].[CH3:1][c:2]1[c:3]([CH2:4][NH:5][c:6]2[c:7]3[n:8]([cH:9][cH:10][cH:11]2)[c:12]([CH3:17])[c:13]([CH2:15][OH:16])[n:14]3)[c:18]([CH3:22])[cH:19][cH:20][cH:21]1.[S:23]([Cl:24])([Cl:25])=[O:26]>>[CH3:1][c:2]1[c:3]([CH2:4][NH:5][c:6]2[c:7]3[n:8]([cH:9][cH:10][cH:11]2)[c:12]([CH3:17])[c:13]([CH2:15][Cl:25])[n:14]3)[c:18]([CH3:22])[cH:19][cH:20][cH:21]1. Starting materials: CO, CCNc1nc2c(Cl)nc3ccccc3c2n1CC(C)(C)O, N. Product: CCNc1nc2c(N)nc3ccccc3c2n1CC(C)(C)O. Reaction SMILES: [CH3:24][OH:25].[Cl:1][c:2]1[n:3][c:4]2[cH:5][cH:6][cH:7][cH:8][c:9]2[c:10]2[c:11]1[n:12][c:13]([NH:20][CH2:21][CH3:22])[n:14]2[CH2:15][C:16]([CH3:17])([OH:18])[CH3:19].[NH3:23]>>[c:2]1([NH2:23])[n:3][c:4]2[cH:5][cH:6][cH:7][cH:8][c:9]2[c:10]2[c:11]1[n:12][c:13]([NH:20][CH2:21][CH3:22])[n:14]2[CH2:15][C:16]([CH3:17])([OH:18])[CH3:19]. Starting materials: COC=1C=C(C(=O)N(C)OC)C=C(C1)S(F)(F)(F)(F)F (3,N-Dimethoxy-N-methyl-5-(pentafluorosulfanyl)benzamide), C[Mg]Br (methylmagnesium bromide). The solvent is C1CCOC1 (THF). Product: COC=1C=C(C=C(C1)S(F)(F)(F)(F)F)C(C)=O (1-[3-Methoxy-5-(pentafluorosulfanyl)phenyl]ethanone). Reaction SMILES: [CH3:1][O:2][C:3]1[CH:4]=[C:5]([CH:12]=[C:13]([S:15]([F:20])([F:19])([F:18])([F:17])[F:16])[CH:14]=1)[C:6](N(OC)C)=[O:7].[CH3:21][Mg]Br>C1COCC1>[CH3:1][O:2][C:3]1[CH:4]=[C:5]([C:6](=[O:7])[CH3:21])[CH:12]=[C:13]([S:15]([F:17])([F:20])([F:19])([F:16])[F:18])[CH:14]=1. Reported procedure: 3,N-Dimethoxy-N-methyl-5-(pentafluorosulfanyl)benzamide (O3.007; 2.0 g) was dissolved in absolute THF (60 ml), and methylmagnesium bromide (5.2 ml, 3 M in diethyl ether) was added dropwise at 0° C. while stirring. After addition, the ice bath was removed and the mixture was stirred at RT for 2 h. 1 N hydrochloric acid was then added dropwise while cooling, followed by water and ethyl acetate. The organic phase was removed and the aqueous phase was extracted twice more with ethyl acetate. The com... The reactants are OS(=O)(=O)O (H2SO4), O=P12OP3(=O)OP(=O)(O1)OP(=O)(O2)O3 (P2O5), BrC=1C=C(C=CC1)C(C(=O)C(C(=O)OCC)C(=O)OCC)(C)C (diethyl 2-(2-(3-bromophenyl)-2-methylpropanoyl)malonate). Reaction conditions: time 2 hour. Product: BrC1=CC=C2C(=C(C(C(C2=C1)(C)C)=O)C(=O)OCC)O (Ethyl 7-bromo-4-hydroxy-1,1-dimethyl-2-oxo-naphthalene-3-carboxylate). Isolated yield 41.1%. RXN SMILES: OS(O)(=O)=O.O=P12OP3(OP(OP(O3)(O1)=O)(=O)O2)=O.[Br:20][C:21]1[CH:22]=[C:23]([C:27]([CH3:42])([CH3:41])[C:28]([CH:30]([C:36](OCC)=[O:37])[C:31]([O:33][CH2:34][CH3:35])=[O:32])=[O:29])[CH:24]=[CH:25][CH:26]=1>>[Br:20][C:21]1[CH:22]=[C:23]2[C:24]([C:36]([OH:37])=[C:30]([C:31]([O:33][CH2:34][CH3:35])=[O:32])[C:28](=[O:29])[C:27]2([CH3:41])[CH3:42])=[CH:25][CH:26]=1. Reported procedure: H2SO4 (60 mL, 710 mmol) was cooled to 0° C. and treated with P2O5 (20 g, 141 mmol). The mixture was brought to room temperature and added to diethyl 2-(2-(3-bromophenyl)-2-methylpropanoyl)malonate (17.44 g, 45 mmol). The reaction mixture was then stirred for 2 hours. Ice (H2O) was added, and the aqueous mixture was extracted with EtOAc (3×). The combined organic layers were washed with water (2×) and brine, dried (MgSO4), and concentrated in vacuo to give the crude compound as an orange oil. The... Starting materials: COc1cc(C(F)(F)F)cc(C(F)(F)F)c1C(=O)O, NC1CCCCC1N. Yields the product COc1cc(C(F)(F)F)cc(C(F)(F)F)c1C(=O)NC1CCCCC1N. Reaction SMILES: [F:9][C:10]([c:11]1[c:12]([C:13](=[O:14])[OH:15])[c:16]([O:24][CH3:25])[cH:17][c:18]([C:20]([F:21])([F:22])[F:23])[cH:19]1)([F:26])[F:27].[NH2:1][CH:2]1[CH:3]([NH2:8])[CH2:4][CH2:5][CH2:6][CH2:7]1>>[NH2:1][CH:2]1[CH:3]([NH:8][C:13]([c:12]2[c:11]([C:10]([F:9])([F:26])[F:27])[cH:19][c:18]([C:20]([F:21])([F:22])[F:23])[cH:17][c:16]2[O:24][CH3:25])=[O:14])[CH2:4][CH2:5][CH2:6][CH2:7]1. Reactants: O=c1ccn(C2CC(F)C(CO)O2)c(=O)[nH]1, Cc1ccc(C(=O)Cl)cc1, c1ccncc1. Yields the product Cc1ccc(C(=O)OCC2OC(n3ccc(=O)[nH]c3=O)CC2F)cc1. As a reaction SMILES: [F:1][CH:2]1[CH2:3][CH:4]([n:9]2[c:10](=[O:11])[nH:12][c:13](=[O:14])[cH:15][cH:16]2)[O:5][CH:6]1[CH2:7][OH:8].[c:17]1([CH3:26])[cH:18][cH:19][c:20]([C:23](=[O:24])[Cl:25])[cH:21][cH:22]1.[cH:27]1[cH:28][cH:29][n:30][cH:31][cH:32]1>>[F:1][CH:2]1[CH2:3][CH:4]([n:9]2[c:10](=[O:11])[nH:12][c:13](=[O:14])[cH:15][cH:16]2)[O:5][CH:6]1[CH2:7][O:8][C:23]([c:20]1[cH:19][cH:18][c:17]([CH3:26])[cH:22][cH:21]1)=[O:24]. RXN SMILES: [Br:1][c:2]1[cH:3][c:4]([CH3:21])[c:5]([C:6](=[O:7])[NH:8][c:9]2[cH:10][c:11]([C:15]([CH3:16])([CH3:17])[CH3:18])[cH:12][cH:13][cH:14]2)[cH:19][cH:20]1.[C:22]([O:23][C:24](=[O:25])[N:29]1[CH2:30][CH2:31][NH:32][CH2:33][CH2:34]1)([CH3:26])([CH3:27])[CH3:28].[C:35]([c:36]1[cH:37][c:38]([NH:39][C:40](=[O:41])[c:42]2[cH:43][cH:44][c:45]([N:46]3[CH2:47][CH2:48][NH:49][CH2:50][CH2:51]3)[c:52]([F:53])[cH:54]2)[cH:55][cH:56][cH:57]1)([CH3:58])([CH3:59])[CH3:60]>>[c:2]1([N:29]2[CH2:30][CH2:31][NH:32][CH2:33][CH2:34]2)[cH:3][c:4]([CH3:21])[c:5]([C:6](=[O:7])[NH:8][c:9]2[cH:10][c:11]([C:15]([CH3:16])([CH3:17])[CH3:18])[cH:12][cH:13][cH:14]2)[cH:19][cH:20]1. Product: Cc1cc(N2CCNCC2)ccc1C(=O)Nc1cccc(C(C)(C)C)c1. The reactants are Cc1cc(Br)ccc1C(=O)Nc1cccc(C(C)(C)C)c1, CC(C)(C)OC(=O)N1CCNCC1, CC(C)(C)c1cccc(NC(=O)c2ccc(N3CCNCC3)c(F)c2)c1. Starting materials: CC1(Cn2cc([N+](=O)[O-])nc2Cl)CO1, CC(C)(C)OC(=O)N(CCc1ccc(C(F)(F)F)cc1)C1CCNCC1. Yields the product CC(O)(CN1CCC(N(CCc2ccc(C(F)(F)F)cc2)C(=O)OC(C)(C)C)CC1)Cn1cc([N+](=O)[O-])nc1Cl. As a reaction SMILES: [Cl:1][c:2]1[n:3]([CH2:10][C:11]2([CH3:14])[O:12][CH2:13]2)[cH:4][c:5]([N+:7](=[O:8])[O-:9])[n:6]1.[NH:15]1[CH2:16][CH2:17][CH:18]([N:21]([C:22]([O:23][C:24]([CH3:25])([CH3:26])[CH3:27])=[O:28])[CH2:29][CH2:30][c:31]2[cH:32][cH:33][c:34]([C:37]([F:38])([F:39])[F:40])[cH:35][cH:36]2)[CH2:19][CH2:20]1>>[Cl:1][c:2]1[n:3]([CH2:10][C:11]([OH:12])([CH2:13][N:15]2[CH2:16][CH2:17][CH:18]([N:21]([C:22]([O:23][C:24]([CH3:25])([CH3:26])[CH3:27])=[O:28])[CH2:29][CH2:30][c:31]3[cH:32][cH:33][c:34]([C:37]([F:38])([F:39])[F:40])[cH:35][cH:36]3)[CH2:19][CH2:20]2)[CH3:14])[cH:4][c:5]([N+:7](=[O:8])[O-:9])[n:6]1.